From a dataset of the Open Reaction Database (ORD), a public repository of structured organic reaction records. describe an organic reaction: reactants, conditions, products, and yield Reactants: CNC1=NOC(=C1)C (3-methylamino-5-methylisoxazole), ClCl (chlorine). Run in C(Cl)Cl (methylene chloride), C(Cl)(Cl)(Cl)Cl (carbon tetrachloride). Conditions: time 10 minute. Yields the product CNC1=NOC(=C1Cl)C (3-methylamino-4-chloro-5-methylisoxazole). Isolated yield 84.6%. As a reaction SMILES: [CH3:1][NH:2][C:3]1[CH:7]=[C:6]([CH3:8])[O:5][N:4]=1.[Cl:9]Cl>C(Cl)Cl.C(Cl)(Cl)(Cl)Cl>[CH3:1][NH:2][C:3]1[C:7]([Cl:9])=[C:6]([CH3:8])[O:5][N:4]=1. Reported procedure: Compound (15) (19.06 g) was dissolved in methylene chloride (150 ml) and a solution of chlorine (13.1 g) in carbon tetrachloride (139 ml) was added thereto dropwise. The mixture was stirred at room temperature for 10 minutes, then washed with a 50% potassium carbonate solution and water, dried and evaporated to give 3-methylamino-4-chloro-5-methylisoxazole (20) (21.07 g); mp. 43°-47° C. The reactants are O (water), N1C=NC=C1 (imidazole), C(C)(C)(C)[Si](C)(C)Cl (tert-butyl(chloro)dimethylsilane), BrC=1C=C(C=CC1F)C(CCO)=C (3-(3-Bromo-4-fluorophenyl)but-3-en-1-ol). Run in C(Cl)Cl (methylene chloride), C(C)(=O)OCC (ethyl acetate). Product: BrC=1C=C(C=CC1F)C(CCO[Si](C)(C)C(C)(C)C)=C ({[3-(3-Bromo-4-fluorophenyl)but-3-en-1-yl]oxy}(tert-butyl)dimethylsilane). Yield: 95.0%. Reaction SMILES: [Br:1][C:2]1[CH:3]=[C:4]([C:9](=[CH2:13])[CH2:10][CH2:11][OH:12])[CH:5]=[CH:6][C:7]=1[F:8].N1C=CN=C1.[C:19]([Si:23](Cl)([CH3:25])[CH3:24])([CH3:22])([CH3:21])[CH3:20].O>C(Cl)Cl.C(OCC)(=O)C>[Br:1][C:2]1[CH:3]=[C:4]([C:9](=[CH2:13])[CH2:10][CH2:11][O:12][Si:23]([C:19]([CH3:22])([CH3:21])[CH3:20])([CH3:25])[CH3:24])[CH:5]=[CH:6][C:7]=1[F:8]. Procedure details: The compound (2.17 g, 8.85 mmol) obtained in Example 91b was dissolved in methylene chloride (33 mL), imidazole (0.90 g, 13.3 mmol) and tert-butyl(chloro)dimethylsilane (1.60 g, 10.6 mmol) were added with stirring under ice cooling, and the mixture was stirred at room temperature under a nitrogen atmosphere for 20 hours. After the reaction was completed, water was added, and ethyl acetate was further added to separate the layers. The resulting organic layer was separated, washed with saturated s... Procedure details: To a solution of (2R,3R,4R,5R)-4-acetyloxy-5-(acetyloxymethyl)-2-[2-(aminomethyl)-6-(cyclopentylamino)purin-9-yl]oxolan-3-yl acetate (55 mg, 0.15 mmol) in a mixture of N,N-dimethylformamide (5 ml) and water (10 ml) was added 4-sulfobenzoic acid (37 mg, 0.153 mmol) and 1(3-dimethylaminopropyl)-3-ethylcarbodiimide (28 mg, 0.147 mmol), and the mixture was stirred for 4 hours. Solvent was removed under reduced pressure, and the residue was purified by HPLC, to provide 4-[N-({9-[(4S,2R,3R,5R)-3,4-dih... As a reaction SMILES: C([O:4][C@@H:5]1[C@H:9]([O:10]C(=O)C)[C@@H:8]([CH2:14][O:15]C(=O)C)[O:7][C@H:6]1[N:19]1[CH:27]=[N:26][C:25]2[C:20]1=[N:21][C:22]([CH2:34][NH2:35])=[N:23][C:24]=2[NH:28][CH:29]1[CH2:33][CH2:32][CH2:31][CH2:30]1)(=O)C.[S:36]([C:40]1[CH:48]=[CH:47][C:43]([C:44](O)=[O:45])=[CH:42][CH:41]=1)([OH:39])(=[O:38])=[O:37].CN(C)CCCN=C=NCC>CN(C)C=O.O>[OH:4][C@@H:5]1[C@H:9]([OH:10])[C@@H:8]([CH2:14][OH:15])[O:7][C@H:6]1[N:19]1[CH:27]=[N:26][C:25]2[C:20]1=[N:21][C:22]([CH2:34][NH:35][C:44]([C:43]1[CH:42]=[CH:41][C:40]([S:36]([OH:39])(=[O:38])=[O:37])=[CH:48][CH:47]=1)=[O:45])=[N:23][C:24]=2[NH:28][CH:29]1[CH2:33][CH2:32][CH2:31][CH2:30]1. Product: O[C@H]1[C@@H](O[C@@H]([C@H]1O)CO)N1C2=NC(=NC(=C2N=C1)NC1CCCC1)CNC(=O)C1=CC=C(C=C1)S(=O)(=O)O (4-[N-({9-[(4S,2R,3R,5R)-3,4-dihydroxy-5-(hydroxymethyl)oxolan-2-yl]-6-(cyclopentylamino)purin-2-yl}methyl)carbamoyl]benzenesulfonic acid). Starting materials: S(=O)(=O)(O)C1=CC=C(C(=O)O)C=C1 (4-sulfobenzoic acid), CN(CCCN=C=NCC)C (1(3-dimethylaminopropyl)-3-ethylcarbodiimide), C(C)(=O)O[C@H]1[C@@H](O[C@@H]([C@H]1OC(C)=O)COC(C)=O)N1C2=NC(=NC(=C2N=C1)NC1CCCC1)CN ((2R,3R,4R,5R)-4-acetyloxy-5-(acetyloxymethyl)-2-[2-(aminomethyl)-6-(cyclopentylamino)purin-9-yl]oxolan-3-yl acetate). Run in CN(C=O)C (N,N-dimethylformamide), O (water). Conditions: time 4 hour. Isolated yield 47.4%. Reactants: [OH-].[Na+] (Sodium hydroxide), C(C(C)C)OC(=O)N(S(=O)(=O)C=1C(=NC=CC1)C1=CC=C(C=C1)CCC)C1=NC=C(N=C1OC)C (N-(isobutoxycarbonyl)-2-(4-propylphenyl)-N-(3-methoxy-5-methylpyrazin-2-yl)pyridine-3-sulphonamide). Run in CO (methanol). Reaction conditions: time 17 hour. Yields the product C(CC)C1=CC=C(C=C1)C1=NC=CC=C1S(=O)(=O)NC1=NC=C(N=C1OC)C (2-(4-propylphenyl)-N-(3-methoxy-5-methylpyrazin-2-yl)pyridine-3-sulphonamide). Yield: 71.5%. As a reaction SMILES: [OH-].[Na+].C(OC([N:10]([C:29]1[C:34]([O:35][CH3:36])=[N:33][C:32]([CH3:37])=[CH:31][N:30]=1)[S:11]([C:14]1[C:15]([C:20]2[CH:25]=[CH:24][C:23]([CH2:26][CH2:27][CH3:28])=[CH:22][CH:21]=2)=[N:16][CH:17]=[CH:18][CH:19]=1)(=[O:13])=[O:12])=O)C(C)C>CO>[CH2:26]([C:23]1[CH:24]=[CH:25][C:20]([C:15]2[C:14]([S:11]([NH:10][C:29]3[C:34]([O:35][CH3:36])=[N:33][C:32]([CH3:37])=[CH:31][N:30]=3)(=[O:12])=[O:13])=[CH:19][CH:18]=[CH:17][N:16]=2)=[CH:21][CH:22]=1)[CH2:27][CH3:28] |f:0.1|. Procedure details: 2M Sodium hydroxide solution (1 ml) was added to a solution of N-(isobutoxycarbonyl)-2-(4-propylphenyl)-N-(3-methoxy-5-methylpyrazin-2-yl)pyridine-3-sulphonamide (0.7 g) in methanol (2 ml) and the reaction mixture stirred for 17 hours at ambient temperature. The methanol was removed by evaporation and water (20 ml) was added. The reaction mixture was extracted with ethyl acetate (4×15 ml), the combined organic extracts were dried (MgSO4) and then the solvent was removed by evaporation. The resul... Reactants: COC(=O)c1ccc2oc3cc(SC)ccc3c(=O)c2c1, CCO, [Na+], [Na+], O=C([O-])[O-], O. Yields the product CSc1ccc2c(=O)c3cc(C(=O)O)ccc3oc2c1. RXN SMILES: [CH3:1][S:2][c:3]1[cH:4][c:5]2[o:6][c:7]3[cH:8][cH:9][c:10]([C:18](=[O:19])[O:20][CH3:21])[cH:11][c:12]3[c:13](=[O:17])[c:14]2[cH:15][cH:16]1.[CH3:22][CH2:23][OH:24].[Na+:25].[Na+:26].[O-:27][C:28](=[O:29])[O-:30].[OH2:31]>>[CH3:1][S:2][c:3]1[cH:4][c:5]2[o:6][c:7]3[cH:8][cH:9][c:10]([C:18](=[O:19])[OH:20])[cH:11][c:12]3[c:13](=[O:17])[c:14]2[cH:15][cH:16]1. The reactants are C1(=CC=CC=C1)S(=O)(=O)CC(C(=O)OCC)=C (ethyl α-(benzenesulphonylmethyl)acrylate), [SnH](CCCC)(CCCC)CCCC (n-Bu3SnH), CC(C)(C#N)N=NC(C)(C)C#N (AIBN). Run in C1=CC=CC=C1 (benzene). Yields the product C(CCC)[Sn](CCCC)(CCCC)CC(C(=O)OCC)=C (Ethyl α-(Tri-n-butylstannylmethyl)acrylate). RXN SMILES: C1(S([CH2:10][C:11](=[CH2:17])[C:12]([O:14][CH2:15][CH3:16])=[O:13])(=O)=O)C=CC=CC=1.[SnH:18]([CH2:27][CH2:28][CH2:29][CH3:30])([CH2:23][CH2:24][CH2:25][CH3:26])[CH2:19][CH2:20][CH2:21][CH3:22].CC(N=NC(C#N)(C)C)(C#N)C>C1C=CC=CC=1>[CH2:27]([Sn:18]([CH2:10][C:11](=[CH2:17])[C:12]([O:14][CH2:15][CH3:16])=[O:13])([CH2:19][CH2:20][CH2:21][CH3:22])[CH2:23][CH2:24][CH2:25][CH3:26])[CH2:28][CH2:29][CH3:30]. Procedure: This compound was prepared from ethyl α-(benzenesulphonylmethyl)acrylate, n-Bu3SnH and AIBN in benzene at 80° C. for 1.5 h according to the procedure described in Journal of the Chemical Society, Chemical Communications, 1986, 1339-1340. 1H NMR (CDCl3) δ 0.85-1.65 (30H, m, 3× CH2CH2CH2CH3, OCH2CH3), 2.00 (2H, s, allylic CH2Sn), 4.15 (2H, q, OCH2CH3, J 7.5 Hz), 5.25 (1H, s, olefinic proton), 5.75 (1H, s, olefinic proton).